From a dataset of the Open Reaction Database (ORD), a public repository of structured organic reaction records. describe an organic reaction: reactants, conditions, products, and yield Reactants: C[Si](C)(C)CCOCCl, Clc1nc2ccccc2[nH]1, [H-], [Na+], CN(C)C=O. Yields the product C[Si](C)(C)CCOCn1c(Cl)nc2ccccc21. As a reaction SMILES: [Cl:13][CH2:14][O:15][CH2:16][CH2:17][Si:18]([CH3:19])([CH3:20])[CH3:21].[Cl:3][c:4]1[n:5][c:6]2[c:7]([nH:8]1)[cH:9][cH:10][cH:11][cH:12]2.[H-:2].[Na+:1].[O:22]=[CH:23][N:24]([CH3:25])[CH3:26]>>[Cl:3][c:4]1[n:5][c:6]2[c:7]([n:8]1[CH2:14][O:15][CH2:16][CH2:17][Si:18]([CH3:19])([CH3:20])[CH3:21])[cH:9][cH:10][cH:11][cH:12]2. The reactants are [Cl-].[Na+] (sodium chloride), C([O-])([O-])=O.[Na+].[Na+] (Sodium carbonate), BrC1=CC=C2C=NC(=NN21)NC2=CC(=CC=C2)N2CCOCC2 ((7-Bromo-pyrrolo[2,1-f][1,2,4]triazin-2-yl)-(3-morpholin-4-yl-phenyl)-amine), ClC1=C(C=C(C=C1)C(F)(F)F)B(O)O (2-chloro-5-trifluoromethylphenylboronic acid), C1(=CC=CC=C1)P(C1=CC=CC=C1)C1=CC=CC=C1 (Triphenylphosphine). Reagents/catalysts: C(C)(=O)[O-].[Pd+2].N1(CCOCC1)C=1C=C(C=CC1)NC1=NN2C(C=N1)=CC=C2.C(C)(=O)[O-] ((3-Morpholin-4-yl-phenyl)-pyrrolo[2,1-f][1,2,4]triazin-2-yl-amine Palladium Acetate). Solvent: C(C)O (Ethanol), O (water), O1CCCC1 (Tetrahydrofuran). Run at time 10 minute. The product is N1(CCOCC1)C=1C=C(C=CC1)NC1=NN2C(C=N1)=CC=C2 ((3-Morpholin-4-yl-phenyl)-pyrrolo[2,1-f][1,2,4]triazin-2-yl-amine). Reaction SMILES: C1(P(C2C=CC=CC=2)C2C=CC=CC=2)C=CC=CC=1.Br[C:21]1[N:29]2[C:24]([CH:25]=[N:26][C:27]([NH:30][C:31]3[CH:36]=[CH:35][CH:34]=[C:33]([N:37]4[CH2:42][CH2:41][O:40][CH2:39][CH2:38]4)[CH:32]=3)=[N:28]2)=[CH:23][CH:22]=1.ClC1C=CC(C(F)(F)F)=CC=1B(O)O.C(=O)([O-])[O-].[Na+].[Na+].[Cl-].[Na+]>O1CCCC1.O.C(O)C.C([O-])(=O)C.[Pd+2].N1(C2C=C(NC3N=CC4=CC=CN4N=3)C=CC=2)CCOCC1.C([O-])(=O)C>[N:37]1([C:33]2[CH:32]=[C:31]([NH:30][C:27]3[N:26]=[CH:25][C:24]4=[CH:23][CH:22]=[CH:21][N:29]4[N:28]=3)[CH:36]=[CH:35][CH:34]=2)[CH2:38][CH2:39][O:40][CH2:41][CH2:42]1 |f:3.4.5,6.7,11.12.13.14|. Procedure: (3-Morpholin-4-yl-phenyl)-pyrrolo[2,1-f][1,2,4]triazin-2-yl-amine Palladium Acetate (0.029 g, 0.00013 mol) and Triphenylphosphine (0.042 g, 0.00016 mol) were dissolved in Tetrahydrofuran (2.0 mL) and the mixture was allowed to stir at room temperature for 10 minutes. (7-Bromo-pyrrolo[2,1-f][1,2,4]triazin-2-yl)-(3-morpholin-4-yl-phenyl)-amine (0.240 g, 0.000641 mol) was then added and the reaction was again allowed to stir for 10 minutes. 2-chloro-5-trifluoromethylphenylboronic acid (0.288 g, 0.0... Reactants: C(C)C(C(=O)O)C=1C=NC=CC1 (ethyl 3-pyridylacetic acid), solution, C(C)(C)[N-]C(C)C.[Li+] (lithium diisopropylamide), C1CCOC1.CCCCCCC.C(C)C1=CC=CC=C1 (THF heptane ethyl benzene), CI (methyl iodide). Run in C(Cl)Cl (CH2Cl2). Yields the product C(C)C(C(=O)O)(C)C=1C=NC=CC1 (ETHYL α-METHYL-3-PYRIDYLACETIC ACID). The yield is 30.0%. Reaction SMILES: [CH2:1]([CH:3]([C:7]1[CH:8]=[N:9][CH:10]=[CH:11][CH:12]=1)[C:4]([OH:6])=[O:5])[CH3:2].[CH:13]([N-]C(C)C)(C)C.[Li+].C1COCC1.CCCCCCC.C(C1C=CC=CC=1)C.CI>C(Cl)Cl>[CH2:1]([C:3]([C:7]1[CH:8]=[N:9][CH:10]=[CH:11][CH:12]=1)([CH3:13])[C:4]([OH:6])=[O:5])[CH3:2] |f:1.2,3.4.5|. Reported procedure: To ethyl 3-pyridylacetic acid (10.86 grams) (65.7 mmoles) was added a 2.0 M solution of lithium diisopropylamide in THF/heptane/ethyl benzene (32.87 ml.) (65.8 mmoles) at −30° C. The semi-solid mixture was agitated and sonicated for 1 hour. The mixture was allowed to remain at 25° C. for 1 hour, whereupon methyl iodide (4.09 ml.) (65.7 mmoles) was added. After 1 hour at 25° C. the mixture was taken up in CH2Cl2 and washed with saturated aqueous sodium bicarbonate and water. The CH2Cl2 was dried ... Starting materials: OC1=C(C(=O)N)C=CC(=C1)O (2,4-dihydroxybenzamide), C(=O)([O-])[O-].[Cs+].[Cs+] (Cs2CO3), BrCCCC(=O)OCC (ethyl 4-bromobutyrate). Run in O (water), CN(C)C=O (DMF). Reaction conditions: temperature 70 celsius. Product: C(C)OC(CCCOC1=CC(=C(C=C1)C(N)=O)O)=O (4-(4-Carbamoyl-3-hydroxy-phenoxy)-butyric acid ethyl ester). RXN SMILES: [OH:1][C:2]1[CH:10]=[C:9]([OH:11])[CH:8]=[CH:7][C:3]=1[C:4]([NH2:6])=[O:5].C([O-])([O-])=O.[Cs+].[Cs+].Br[CH2:19][CH2:20][CH2:21][C:22]([O:24][CH2:25][CH3:26])=[O:23]>CN(C=O)C.O>[CH2:25]([O:24][C:22](=[O:23])[CH2:21][CH2:20][CH2:19][O:11][C:9]1[CH:8]=[CH:7][C:3]([C:4](=[O:5])[NH2:6])=[C:2]([OH:1])[CH:10]=1)[CH3:26] |f:1.2.3|. Reported procedure: To 2,4-dihydroxybenzamide (16.5 g, 108.3 mmol) in DMF (100 mL) was added Cs2CO3 (39.0 g, 119.1 mmol) followed by ethyl 4-bromobutyrate (17.0 mL, 119.1 mmol). The mixture was heated to 70° C. for 2 h, cooled, diluted with water and extracted with EtOAc. The combined extracts were washed with water, dried over magnesium sulfate, concentrated, and chomatographed over silica gel (60% EtOAc/hexane) to a white solid (4.2 g, 15%). MS [M+H]− 267. Reactants: CCOCC, CC1=CCC2(CC1)OC2(C)C, Cl. Yields the product CC1=CCC(O)(C(C)(C)Cl)CC1. RXN SMILES: [CH3:13][CH2:14][O:15][CH2:16][CH3:17].[CH3:1][C:2]1([CH3:11])[O:3][C:4]12[CH2:5][CH:6]=[C:7]([CH3:10])[CH2:8][CH2:9]2.[ClH:12]>>[CH3:1][C:2]([C:4]1([OH:3])[CH2:5][CH:6]=[C:7]([CH3:10])[CH2:8][CH2:9]1)([CH3:11])[Cl:12]. Starting materials: OCC1=CC(=NC=C1)C(=O)NC (4-(hydroxymethyl)-N-methylpyridine-2-carboxamide), S(=O)(Cl)Cl (thionyl chloride). Solvent: ClCCl (dichloromethane). Conditions: temperature 0 celsius, time 8 hour. Product: Cl.ClCC1=CC(=NC=C1)C(=O)NC (4-(Chloromethyl)-N-methylpyridine-2-carboxamide hydrochloride). As a reaction SMILES: O[CH2:2][C:3]1[CH:8]=[CH:7][N:6]=[C:5]([C:9]([NH:11][CH3:12])=[O:10])[CH:4]=1.S(Cl)([Cl:15])=O>ClCCl>[ClH:15].[Cl:15][CH2:2][C:3]1[CH:8]=[CH:7][N:6]=[C:5]([C:9]([NH:11][CH3:12])=[O:10])[CH:4]=1 |f:3.4|. Procedure details: 10 g (45.32 mmol) of 4-(hydroxymethyl)-N-methylpyridine-2-carboxamide (Example 40A) were suspended in 160 ml of dichloromethane and cooled to 0° C. 16.18 g (135.96 mmol) of thionyl chloride were added, and the reaction mixture was then warmed to RT and stirred at RT overnight. The reaction mixture was evaporated and dried under high vacuum.